Dataset: the Open Reaction Database (ORD), a public repository of structured organic reaction records. Task: describe an organic reaction: reactants, conditions, products, and yield Reactants: [N+](=O)([O-])C=1C=C2C=CN=C(C2=CC1)N(C(=O)OC(C)(C)C)C(=O)OC(C)(C)C (di-tert-butyl (6-nitroisoquinolin-1-yl)imidodicarbonate), [H][H] (hydrogen). Reagents/catalysts: [Pd] (Pd/C). The solvent is CO.C1CCOC1 (methanol THF). The product is NC=1C=C2C=CN=C(C2=CC1)N(C(=O)OC(C)(C)C)C(=O)OC(C)(C)C (di-tert-butyl (6-aminoisoquinolin-1-yl)imidodicarbonate). The yield is 94.7%. RXN SMILES: [N+:1]([C:4]1[CH:5]=[C:6]2[C:11](=[CH:12][CH:13]=1)[C:10]([N:14]([C:22]([O:24][C:25]([CH3:28])([CH3:27])[CH3:26])=[O:23])[C:15]([O:17][C:18]([CH3:21])([CH3:20])[CH3:19])=[O:16])=[N:9][CH:8]=[CH:7]2)([O-])=O.[H][H]>CO.C1COCC1.[Pd]>[NH2:1][C:4]1[CH:5]=[C:6]2[C:11](=[CH:12][CH:13]=1)[C:10]([N:14]([C:15]([O:17][C:18]([CH3:21])([CH3:20])[CH3:19])=[O:16])[C:22]([O:24][C:25]([CH3:26])([CH3:27])[CH3:28])=[O:23])=[N:9][CH:8]=[CH:7]2 |f:2.3|. Procedure: di-tert-butyl (6-nitroisoquinolin-1-yl)imidodicarbonate (75.00 g, 0.193 mol) in methanol/THF (500 ml/500 ml) was hydrogenated with a hydrogen balloon in the presence of Pd/C (5%, 5 g) for 2.0 h. Filtration of the Pd/C and concentration gave a solid, which was recrystallized from methanol to give 65.72 g (94.97%) of di-tert-butyl (6-aminoisoquinolin-1-yl)imidodicarbonate as a white solid. 1H NMR (400 MHz, CDCl3) δ ppm 1.33 (m, 18 H) 4.18 (s, 2 H) 6.89 (d, J=2.20 Hz, 1 H) 6.99 (dd, J=9.01, 2.42 Hz... Starting materials: CS(=O)(=O)C1=CC=C(C=C1)C(C)=O (1-[4-(methylsulfonyl)phenyl]ethanone), CN(C)C(OC)OC (DMF-DMA). The product is CN(/C=C/C(=O)C1=CC=C(C=C1)S(=O)(=O)C)C ((2E)-3-(dimethylamino)-1-[4-(methylsulfonyl)phenyl]prop-2-en-1-one). The yield is 87.0%. As a reaction SMILES: [CH3:1][S:2]([C:5]1[CH:10]=[CH:9][C:8]([C:11](=[O:13])[CH3:12])=[CH:7][CH:6]=1)(=[O:4])=[O:3].[CH3:14][N:15]([CH:17](OC)OC)[CH3:16]>>[CH3:14][N:15]([CH3:17])/[CH:16]=[CH:12]/[C:11]([C:8]1[CH:9]=[CH:10][C:5]([S:2]([CH3:1])(=[O:3])=[O:4])=[CH:6][CH:7]=1)=[O:13]. Procedure: The title compound was prepared in 87% yield from 1-[4-(methylsulfonyl)phenyl]ethanone and DMF-DMA according to the procedure for the preparation of Example 12, part A. 1H NMR (400 MHz, CDCl3): δ 2.96 (3H, s), 3.06 (3H, s), 3.19 (3H, s), 5.66 (1H, d, J=12 Hz), 7.83 (1H, d, J=12 Hz), 7.96-8.04 (4H, m). The reactants are C(CCC)OCCOC1=CC=C(C=C1)C=1C=CC2=C(C=C(CCN2C(C(F)(F)F)=O)C(=O)O)C1 (7-[4-(2-butoxyethoxy)phenyl]-1-trifluoroacetyl-2,3-dihydro-1H-1-benzazepine-4-carboxylic acid), ON1N=NC2=C1C=CC=C2 (1-hydroxybenzotriazole), NC1=CC=C(C=C1)C(O)C1=NC=C(C=C1)C ((4-aminophenyl)(5-methylpyridin-2-yl)methanol), Cl.C(C)N=C=NCCCN(C)C (1-ethyl-3-(3′-dimethylaminopropyl)carbodiimide hydrochloride). Reagents/catalysts: CN(C1=CC=NC=C1)C (4-dimethylaminopyridine). Run in O (water), CN(C)C=O (DMF), C(C)N(CC)CC (triethylamine). Reaction conditions: time 3 day. Product: C(CCC)OCCOC1=CC=C(C=C1)C=1C=CC2=C(C=C(CCN2C(C(F)(F)F)=O)C(=O)NC2=CC=C(C=C2)C(C2=NC=C(C=C2)C)O)C1 (7-[4-(2-butoxyethoxy)phenyl]-N-[4-[hydroxy(5-methylpyridin-2-yl)methyl]phenyl]-1-trifluoroacetyl-2,3-dihydro-1H-1-benzazepine-4-carboxamide). Isolated yield 75.1%. As a reaction SMILES: [CH2:1]([O:5][CH2:6][CH2:7][O:8][C:9]1[CH:14]=[CH:13][C:12]([C:15]2[CH:16]=[CH:17][C:18]3[N:24]([C:25](=[O:30])[C:26]([F:29])([F:28])[F:27])[CH2:23][CH2:22][C:21]([C:31](O)=[O:32])=[CH:20][C:19]=3[CH:34]=2)=[CH:11][CH:10]=1)[CH2:2][CH2:3][CH3:4].ON1C2C=CC=CC=2N=N1.[NH2:45][C:46]1[CH:51]=[CH:50][C:49]([CH:52]([C:54]2[CH:59]=[CH:58][C:57]([CH3:60])=[CH:56][N:55]=2)[OH:53])=[CH:48][CH:47]=1.Cl.C(N=C=NCCCN(C)C)C>CN(C=O)C.CN(C)C1C=CN=CC=1.O.C(N(CC)CC)C>[CH2:1]([O:5][CH2:6][CH2:7][O:8][C:9]1[CH:10]=[CH:11][C:12]([C:15]2[CH:16]=[CH:17][C:18]3[N:24]([C:25](=[O:30])[C:26]([F:29])([F:27])[F:28])[CH2:23][CH2:22][C:21]([C:31]([NH:45][C:46]4[CH:51]=[CH:50][C:49]([CH:52]([OH:53])[C:54]5[CH:59]=[CH:58][C:57]([CH3:60])=[CH:56][N:55]=5)=[CH:48][CH:47]=4)=[O:32])=[CH:20][C:19]=3[CH:34]=2)=[CH:13][CH:14]=1)[CH2:2][CH2:3][CH3:4] |f:3.4|. Procedure details: To a solution of 7-[4-(2-butoxyethoxy)phenyl]-1-trifluoroacetyl-2,3-dihydro-1H-1-benzazepine-4-carboxylic acid (0.5 g), 1-hydroxybenzotriazole (0.28 g), (4-aminophenyl)(5-methylpyridin-2-yl)methanol (0.29 g) and triethylamine (0.60 ml) in DMF (10 ml) were added 1-ethyl-3-(3′-dimethylaminopropyl)carbodiimide hydrochloride (0.40 g) and 4-dimethylaminopyridine (1 flake) at room temperature and the mixture was stirred for 3 days. To the reaction solution was added water, and the mixture was extracte...